From a dataset of the Open Reaction Database (ORD), a public repository of structured organic reaction records. describe an organic reaction: reactants, conditions, products, and yield RXN SMILES: [N:1]1([C:7]2[N:12]=[CH:11][NH:10][C:9](=[O:13])[CH:8]=2)[CH2:6][CH2:5][NH:4][CH2:3][CH2:2]1.[I:14][C:15]1[CH:16]=[C:17]([O:24][CH3:25])[C:18]([OH:23])=[C:19]([CH:22]=1)[CH:20]=O>>[OH:23][C:18]1[C:17]([O:24][CH3:25])=[CH:16][C:15]([I:14])=[CH:22][C:19]=1[CH2:20][N:4]1[CH2:5][CH2:6][N:1]([C:7]2[N:12]=[CH:11][NH:10][C:9](=[O:13])[CH:8]=2)[CH2:2][CH2:3]1. Procedure: 6-[4-(2-Hydroxy-5-iodo-3-methoxy-benzyl)-piperazin-1-yl]-3H-pyrimidin-4-one was prepared using Procedure B from 6-piperazin-1-yl-3H-pyrimidin-4-one (Intermediate 4) and 5-iodo-o-vanillin (available from Alfa Aesar, Ward Hill, Mass., USA). 1H NMR (400 MHz, CDCl3) δ 2.60-2.64 (m, 4H), 3.48-3.52 (m, 4H), 3.69 (s, 2H), 3.85 (s, 3H), 5.39 (s, 1H), 6.94-6.96 (m, 1H), 7.07 (s, 1H), 7.84 (s, 1H), 12.13 (br s, 1H). Mass spectrum (ES) MH+=443. Reactants: N1(CCNCC1)C1=CC(NC=N1)=O (6-piperazin-1-yl-3H-pyrimidin-4-one), N1(CCNCC1)C1=CC(NC=N1)=O (6-piperazin-1-yl-3H-pyrimidin-4-one), IC=1C=C(C(=C(C=O)C1)O)OC (5-iodo-o-vanillin). The product is OC1=C(CN2CCN(CC2)C2=CC(NC=N2)=O)C=C(C=C1OC)I (6-[4-(2-Hydroxy-5-iodo-3-methoxy-benzyl)-piperazin-1-yl]-3H-pyrimidin-4-one). Starting materials: COc1ccc(C(Cl)(Cl)C(F)(F)F)cc1S(=O)(=O)Cl, ClCCl, Nc1ccccc1NS(=O)(=O)c1cc2ccccc2s1, c1ccncc1. Product: COc1ccc(C(Cl)(Cl)C(F)(F)F)cc1S(=O)(=O)Nc1ccccc1NS(=O)(=O)c1cc2ccccc2s1. RXN SMILES: [Cl:21][C:22]([C:23]([F:24])([F:25])[F:26])([Cl:27])[c:28]1[cH:29][cH:30][c:31]([O:38][CH3:39])[c:32]([S:34](=[O:35])(=[O:36])[Cl:37])[cH:33]1.[Cl:40][CH2:41][Cl:42].[NH2:1][c:2]1[c:3]([NH:8][S:9](=[O:10])(=[O:11])[c:12]2[cH:13][c:14]3[c:15]([s:16]2)[cH:17][cH:18][cH:19][cH:20]3)[cH:4][cH:5][cH:6][cH:7]1.[cH:43]1[cH:44][cH:45][n:46][cH:47][cH:48]1>>[NH:1]([c:2]1[c:3]([NH:8][S:9](=[O:10])(=[O:11])[c:12]2[cH:13][c:14]3[c:15]([s:16]2)[cH:17][cH:18][cH:19][cH:20]3)[cH:4][cH:5][cH:6][cH:7]1)[S:34]([c:32]1[c:31]([O:38][CH3:39])[cH:30][cH:29][c:28]([C:22]([Cl:21])([C:23]([F:24])([F:25])[F:26])[Cl:27])[cH:33]1)(=[O:35])=[O:36]. The reactants are COCC=1C=C(C=O)C=CC1 (3-(methoxymethyl)benzaldehyde), Cl.NC1(CC1)C(=O)OC (methyl 1-aminocyclopropanecarboxylate hydrochloride). Product: COCC=1C=C(CNC2(CC2)C(=O)OC)C=CC1 (methyl 1-(3-(methoxymethyl)benzylamino)cyclopropanecarboxylate). The yield is 82.0%. Reaction SMILES: [CH3:1][O:2][CH2:3][C:4]1[CH:5]=[C:6]([CH:9]=[CH:10][CH:11]=1)[CH:7]=O.Cl.[NH2:13][C:14]1([C:17]([O:19][CH3:20])=[O:18])[CH2:16][CH2:15]1>>[CH3:1][O:2][CH2:3][C:4]1[CH:5]=[C:6]([CH:9]=[CH:10][CH:11]=1)[CH2:7][NH:13][C:14]1([C:17]([O:19][CH3:20])=[O:18])[CH2:16][CH2:15]1 |f:1.2|. Procedure details: Prepared as in Example 12-1b from 3-(methoxymethyl)benzaldehyde (Example 12-14b) and methyl 1-aminocyclopropanecarboxylate hydrochloride. Yield 82%. MS 250 (MH+). Reactants: CC(C)(C)O, CS(C)=O, Cc1c(Cl)cc(Cl)cc1[N+](=O)[O-]. Product: O=[N+]([O-])c1cc(Cl)cc(Cl)c1CCO. As a reaction SMILES: [C:13]([CH3:14])([CH3:15])([CH3:16])[OH:17].[CH3:18][S:19]([CH3:20])=[O:21].[Cl:1][c:2]1[c:3]([CH3:12])[c:4]([N+:9](=[O:10])[O-:11])[cH:5][c:6]([Cl:8])[cH:7]1>>[Cl:1][c:2]1[c:3]([CH2:12][CH2:13][OH:17])[c:4]([N+:9](=[O:10])[O-:11])[cH:5][c:6]([Cl:8])[cH:7]1. The reactants are C(=O)(OC)CCC(=O)NC=1C(C(=O)[O-])=CC=C(C1)Cl (N-(3-carbomethoxypropionyl)-4-chloroanthranilate), [Na] (sodium). Run in C1(=CC=CC=C1)C (toluene), C1(=CC=CC=C1)C (toluene). Product: COC(=O)C1CC(NC2=C(C1=O)C=CC(=C2)Cl)=O (8-chloro-2,3,4,5-tetrahydro-1-benzazepine-2,5-dione-4-carboxylic acid methyl ester). As a reaction SMILES: [C:1]([CH2:5][CH2:6][C:7]([NH:9][C:10]1[C:11](=[CH:15][CH:16]=[C:17]([Cl:19])[CH:18]=1)[C:12]([O-:14])=O)=[O:8])([O:3][CH3:4])=[O:2].[Na]>C1(C)C=CC=CC=1>[CH3:4][O:3][C:1]([CH:5]1[C:12](=[O:14])[C:11]2[CH:15]=[CH:16][C:17]([Cl:19])=[CH:18][C:10]=2[NH:9][C:7](=[O:8])[CH2:6]1)=[O:2] |^1:19|. Reported procedure: The solution of 264 g of N-(3-carbomethoxypropionyl)-4-chloroanthranilate in 1.8 lt of warm toluene is added dropwise to the hot suspension of 42.6 g of sodium in 900 ml of toluene while stirring and the mixture is refluxed for 5 hours. It is cooled, filtered, the residue taken up in 6 lt of water, the pH of the solution adjusted to 3 with 3N hydrochloric acid, the precipitate formed filtered off, washed with water and recrystallized from acetic acid, to yield the 8-chloro-2,3,4,5-tetrahydro-1-b... The product is CC1(C=2C=CC(=CC2C(CC1)(C)C)C1=CC=CC(=N1)N1CC(CCC1)NCCCCOC(C)=O)C (Acetic acid 4-[6′-(5,5,8,8-tetramethyl-5,6,7,8-tetrahydronaphthalen-2-yl)-3,4,5,6-tetrahydro-2H-1,2′-bipyridinyl-3-ylamino]butyl ester). RXN SMILES: [CH3:1][C:2]1([CH3:27])[CH2:11][CH2:10][C:9]([CH3:13])([CH3:12])[C:8]2[CH:7]=[C:6]([C:14]3[N:19]=[C:18]([N:20]4[CH2:25][CH2:24][CH2:23][CH:22]([NH2:26])[CH2:21]4)[CH:17]=[CH:16][CH:15]=3)[CH:5]=[CH:4][C:3]1=2.[C:28]([O:31][CH2:32][CH2:33][CH2:34][CH2:35]Br)(=[O:30])[CH3:29].C(=O)([O-])[O-].[K+].[K+]>>[CH3:1][C:2]1([CH3:27])[CH2:11][CH2:10][C:9]([CH3:12])([CH3:13])[C:8]2[CH:7]=[C:6]([C:14]3[N:19]=[C:18]([N:20]4[CH2:25][CH2:24][CH2:23][CH:22]([NH:26][CH2:35][CH2:34][CH2:33][CH2:32][O:31][C:28](=[O:30])[CH3:29])[CH2:21]4)[CH:17]=[CH:16][CH:15]=3)[CH:5]=[CH:4][C:3]1=2 |f:2.3.4|. Reactants: CC1(C=2C=CC(=CC2C(CC1)(C)C)C1=CC=CC(=N1)N1CC(CCC1)N)C (6′-(5,5,8,8-tetramethyl-5,6,7,8-tetrahydronaphthalen-2-yl)-3,4,5,6-tetrahydro-2H-1,2′-bipyridinyl-3-ylamine), C(C)(=O)OCCCCBr (bromobutyl acetate), C([O-])([O-])=O.[K+].[K+] (potassium carbonate). Reported procedure: The preparation is carried out analogously to FS401 starting from 94 mg (0.46 mmol) of 6′-(5,5,8,8-tetramethyl-5,6,7,8-tetrahydronaphthalen-2-yl)-3,4,5,6-tetrahydro-2H-1,2′-bipyridinyl-3-ylamine and 45 μl of bromobutyl acetate using 2 equiv. of potassium carbonate. The reactants are C(C)OC(COC1=CC=C(C=C1)OC)OCC (1-(2,2-Diethoxyethoxy)-4-methoxybenzene). Run in Cl (HCl), CC(=O)C (acetone). Product: COC1=CC=C(OCC=O)C=C1 ((4-methoxyphenoxy)acetaldehyde). RXN SMILES: C([O:3][CH:4](OCC)[CH2:5][O:6][C:7]1[CH:12]=[CH:11][C:10]([O:13][CH3:14])=[CH:9][CH:8]=1)C>Cl.CC(C)=O>[CH3:14][O:13][C:10]1[CH:11]=[CH:12][C:7]([O:6][CH2:5][CH:4]=[O:3])=[CH:8][CH:9]=1. Reported procedure: 1-(2,2-Diethoxyethoxy)-4-methoxybenzene (4.8 g, 20 mmol) was dissolved in 1% aqueous HCl (30 mL) and acetone (15 mL). The reaction mixture was heated under refluxed for 2 h. Acetone was removed under reduced pressure. The aqueous mixture was neutralized with saturated sodium bicarbonate, and extracted with ethyl acetate. The organic layer was dried over sodium sulfate, filtered, and concentrated. The residue was dried under reduced pressure to afford the desired product which was used in the nex... Starting materials: ClC=1N=C(C2=C(N1)N(C=C2I)COCC[Si](C)(C)C)Cl (2,4-dichloro-5-iodo-7-{[2-(trimethylsilyl)ethoxy]methyl}-7H-pyrrolo[2,3-d]pyrimidine), [N+](=O)([O-])C=1C=C(C=CC1)O (3-nitrophenol), C(=O)([O-])[O-].[K+].[K+] (K2CO3). The solvent is CN(C)C=O (DMF). Reaction conditions: temperature 60 celsius. Yields the product ClC=1N=C(C2=C(N1)N(C=C2I)COCC[Si](C)(C)C)OC2=CC(=CC=C2)[N+](=O)[O-] (2-chloro-5-iodo-4-(3-nitrophenoxy)-7-{[2(trimethylsilyl)ethoxy]methyl}-7H-pyrrolo[2,3-d]pyrimidine). Reaction SMILES: [Cl:1][C:2]1[N:3]=[C:4](Cl)[C:5]2[C:10]([I:11])=[CH:9][N:8]([CH2:12][O:13][CH2:14][CH2:15][Si:16]([CH3:19])([CH3:18])[CH3:17])[C:6]=2[N:7]=1.[N+:21]([C:24]1[CH:25]=[C:26]([OH:30])[CH:27]=[CH:28][CH:29]=1)([O-:23])=[O:22].C([O-])([O-])=O.[K+].[K+]>CN(C=O)C>[Cl:1][C:2]1[N:3]=[C:4]([O:30][C:26]2[CH:27]=[CH:28][CH:29]=[C:24]([N+:21]([O-:23])=[O:22])[CH:25]=2)[C:5]2[C:10]([I:11])=[CH:9][N:8]([CH2:12][O:13][CH2:14][CH2:15][Si:16]([CH3:19])([CH3:18])[CH3:17])[C:6]=2[N:7]=1 |f:2.3.4|. Procedure: To a reaction vial was added 2,4-dichloro-5-iodo-7-{[2-(trimethylsilyl)ethoxy]methyl}-7H-pyrrolo[2,3-d]pyrimidine (3.50 g, 7.9 mmol), as prepared in Example 5, step 1, 3-nitrophenol (1.1 g, 7.9 mmol), DMF (26 mL) and K2CO3 (2.18 g, 16 mmol, 2 mol eq). The reaction mixture was stirred and heated to 60° C. (block temperature) for 1 hr. The volatiles were removed and water (30 mL) was added. Ethyl acetate (120 mL) was added and the organic layer was separated, washed with water (20 mL), brine (20 m... The reactants are [H-].[Na+] (NaH), ClC1=NC=CC2=C(C=CC=C12)[N+](=O)[O-] (1-chloro-5-nitroisoquinoline), CC1(CCC(CC1)O)C (4,4-dimethylcyclohexanol). Solvent: C1CCOC1 (THF). Product: title compounds, CC1(CCC(CC1)OC1=NC=CC2=C(C=CC=C12)[N+](=O)[O-])C (1-((4,4-dimethylcyclohexyl)oxy)-5-nitroisoquinoline). The yield is 62.4%. As a reaction SMILES: Cl[C:2]1[C:11]2[C:6](=[C:7]([N+:12]([O-:14])=[O:13])[CH:8]=[CH:9][CH:10]=2)[CH:5]=[CH:4][N:3]=1.[CH3:15][C:16]1([CH3:23])[CH2:21][CH2:20][CH:19]([OH:22])[CH2:18][CH2:17]1.[H-].[Na+]>C1COCC1>[CH3:15][C:16]1([CH3:23])[CH2:21][CH2:20][CH:19]([O:22][C:2]2[C:11]3[C:6](=[C:7]([N+:12]([O-:14])=[O:13])[CH:8]=[CH:9][CH:10]=3)[CH:5]=[CH:4][N:3]=2)[CH2:18][CH2:17]1 |f:2.3|. Reported procedure: The title compounds were prepared following the procedure described in step-1, Intermediate-10 using 1-chloro-5-nitroisoquinoline (Intermediate-1, step-1, 200 mg, 0.96 mmol) and 4,4-dimethylcyclohexanol (135 mg, 1.05 mmol) and NaH (42 mg, 1.05 mmol, 60% in mineral oil) in THF (10 mL) to afford 180 mg of the title product. 1H NMR (300 MHz, DMSO-d6): δ 8.65 (d, J=7.8 Hz, 1H), 8.47 (d, J=7.8 Hz, 1H), 8.18 (d, J=6.6 Hz, 1H), 7.94 (d, J=6.3 Hz, 1H), 7.06 (d, J=7.8 Hz, 1H), 5.33 (m, 1H), 2.04-1.96 (m,... Reactants: ClC=1C(=CC(=NC1)C(=O)O)OCC1CC1 (5-chloro-4-cyclopropylmethoxy-pyridine-2-carboxylic acid), N[C@@H](CO)C(C)(C)C ((2R)-2-amino-3,3-dimethyl-1-butanol). The product is OC[C@@H](C(C)(C)C)NC(=O)C1=NC=C(C(=C1)OCC1CC1)Cl (5-Chloro-4-cyclopropylmethoxy-pyridine-2-carboxylic acid ((R)-1-hydroxymethyl-2,2-dimethyl-propyl)-amide). As a reaction SMILES: [Cl:1][C:2]1[C:3]([O:11][CH2:12][CH:13]2[CH2:15][CH2:14]2)=[CH:4][C:5]([C:8]([OH:10])=O)=[N:6][CH:7]=1.[NH2:16][C@H:17]([C:20]([CH3:23])([CH3:22])[CH3:21])[CH2:18][OH:19]>>[OH:19][CH2:18][C@H:17]([NH:16][C:8]([C:5]1[CH:4]=[C:3]([O:11][CH2:12][CH:13]2[CH2:15][CH2:14]2)[C:2]([Cl:1])=[CH:7][N:6]=1)=[O:10])[C:20]([CH3:23])([CH3:22])[CH3:21]. Reported procedure: The title compound was synthesized in analogy to Example 1, using 5-chloro-4-cyclopropylmethoxy-pyridine-2-carboxylic acid and (2R)-2-amino-3,3-dimethyl-1-butanol (CAN 112245-09-7) as starting materials and isolated (80 mg, 80%) as colorless oil; LC-MS (UV peak area, m/z) 100%, 327.1476 (MH+).